Dataset: the Open Reaction Database (ORD), a public repository of structured organic reaction records. Task: describe an organic reaction: reactants, conditions, products, and yield Starting materials: [H-].[Al+3].[Li+].[H-].[H-].[H-] (lithium aluminum hydride), O (water), [OH-].[Na+] (sodium hydroxide), O (water), [H-].[Al+3].[Li+].[H-].[H-].[H-] (lithium aluminum hydride), FC(C)(F)C1=CC=C(C(=O)OC)C=C1 (methyl 4-(1,1-difluoroethyl)benzoate). Solvent: O1CCCC1 (tetrahydrofuran), O1CCCC1 (tetrahydrofuran). Reaction conditions: time 1 hour. Yields the product FC(C)(F)C1=CC=C(CO)C=C1 (4-(1,1-difluoroethyl)benzyl alcohol). Reaction SMILES: [H-].[Al+3].[Li+].[H-].[H-].[H-].[F:7][C:8]([C:11]1[CH:20]=[CH:19][C:14]([C:15](OC)=[O:16])=[CH:13][CH:12]=1)([F:10])[CH3:9].O.[OH-].[Na+]>O1CCCC1>[F:7][C:8]([C:11]1[CH:20]=[CH:19][C:14]([CH2:15][OH:16])=[CH:13][CH:12]=1)([F:10])[CH3:9] |f:0.1.2.3.4.5,8.9|. Procedure details: To a suspension of lithium aluminum hydride (1.03 g, 27.3 mol) in tetrahydrofuran (30 ml) was dropwise added a solution of methyl 4-(1,1-difluoroethyl)benzoate (3.894 g, 18.18 mmol) in tetrahydrofuran (50 ml) under ice-cooling and the mixture was stirred at room temperature for 1 hr. The reaction solution was ice-cooled and water (1 ml), 15% aqueous sodium hydroxide solution (1 ml) and water (2.5 ml) were dropwise added successively to decomposed excess lithium aluminum hydride. The mixture was ... The reactants are O=C([O-])[O-], ClCc1ccc2ccccc2n1, [K+], [K+], CN(C)C=O, O, CCOC(=O)c1cccc2c(=O)cc(-c3ccc(O)cc3)oc12. The product is CCOC(=O)c1cccc2c(=O)cc(-c3ccc(OCc4ccc5ccccc5n4)cc3)oc12. As a reaction SMILES: [C:36](=[O:37])([O-:38])[O-:39].[Cl:24][CH2:25][c:26]1[n:27][c:28]2[cH:29][cH:30][cH:31][cH:32][c:33]2[cH:34][cH:35]1.[K+:40].[K+:41].[O:43]=[CH:44][N:45]([CH3:46])[CH3:47].[OH2:42].[OH:1][c:2]1[cH:3][cH:4][c:5](-[c:6]2[o:7][c:8]3[c:9]([C:17](=[O:18])[O:19][CH2:20][CH3:21])[cH:10][cH:11][cH:12][c:13]3[c:14](=[O:16])[cH:15]2)[cH:22][cH:23]1>>[O:1]([c:2]1[cH:3][cH:4][c:5](-[c:6]2[o:7][c:8]3[c:9]([C:17](=[O:18])[O:19][CH2:20][CH3:21])[cH:10][cH:11][cH:12][c:13]3[c:14](=[O:16])[cH:15]2)[cH:22][cH:23]1)[CH2:25][c:26]1[n:27][c:28]2[cH:29][cH:30][cH:31][cH:32][c:33]2[cH:34][cH:35]1. The reactants are O=C(O)c1nc(-c2ccc(Cl)cc2Cl)n(-c2ccccc2Cl)n1, O=C(Cl)C(=O)Cl, ClCCl. Product: O=C(Cl)c1nc(-c2ccc(Cl)cc2Cl)n(-c2ccccc2Cl)n1. Reaction SMILES: [Cl:1][c:2]1[c:3](-[n:8]2[n:9][c:10]([C:21](=[O:22])[OH:23])[n:11][c:12]2-[c:13]2[c:14]([Cl:20])[cH:15][c:16]([Cl:19])[cH:17][cH:18]2)[cH:4][cH:5][cH:6][cH:7]1.[Cl:24][C:25]([C:26]([Cl:27])=[O:28])=[O:29].[Cl:30][CH2:31][Cl:32]>>[Cl:1][c:2]1[c:3](-[n:8]2[n:9][c:10]([C:21](=[O:23])[Cl:24])[n:11][c:12]2-[c:13]2[c:14]([Cl:20])[cH:15][c:16]([Cl:19])[cH:17][cH:18]2)[cH:4][cH:5][cH:6][cH:7]1. Starting materials: OC(C)C=1N=C(NC1C(=O)OCC)CCC (ethyl 4-(1-hydroxyethyl)-2-propylimidazole-5-carboxylate), C(C)(=O)C=1N=C(NC1C(=O)OCC)CCCC (ethyl 4-acetyl-2-butylimidazole-5-carboxylate). The product is C(CCC)C=1NC(=C(N1)C(C)O)C(=O)OCC (Ethyl 2-butyl-4-(1-hydroxyethyl)imidazole-5-carboxylate). Isolated yield 85.2%. As a reaction SMILES: OC(C1N=C(CCC)NC=1C(OCC)=O)C.[C:17]([C:20]1[N:21]=[C:22]([CH2:30][CH2:31][CH2:32][CH3:33])[NH:23][C:24]=1[C:25]([O:27][CH2:28][CH3:29])=[O:26])(=[O:19])[CH3:18]>>[CH2:30]([C:22]1[NH:23][C:24]([C:25]([O:27][CH2:28][CH3:29])=[O:26])=[C:20]([CH:17]([OH:19])[CH3:18])[N:21]=1)[CH2:31][CH2:32][CH3:33]. Procedure details: Following a procedure similar to that described in Preparation 23(iii), but using 0.64 g of ethyl 4-acetyl-2-butylimidazole-5-carboxylate [prepared as described in step (ii) above]. 0.55 g of the title compound was obtained as crystals, melting at 149° C. The reactants are ClC1=C(C(=NC=C1)C#N)F (4-chloro-3-fluoropyridine-2-carbonitrile), BrC=1C=C(C=C(C1)Cl)O (3-bromo-5-chlorophenol), C([O-])([O-])=O.[K+].[K+] (potassium carbonate). RXN SMILES: [Cl:1][C:2]1[CH:7]=[CH:6][N:5]=[C:4]([C:8]#[N:9])[C:3]=1F.[Br:11][C:12]1[CH:13]=[C:14]([OH:19])[CH:15]=[C:16]([Cl:18])[CH:17]=1.C(=O)([O-])[O-].[K+].[K+]>CN(C=O)C>[Br:11][C:12]1[CH:13]=[C:14]([CH:15]=[C:16]([Cl:18])[CH:17]=1)[O:19][C:3]1[C:4]([C:8]#[N:9])=[N:5][CH:6]=[CH:7][C:2]=1[Cl:1] |f:2.3.4|. Procedure details: To a solution of 4-chloro-3-fluoropyridine-2-carbonitrile (2.18 g, 9.03 mmol) in DMF (10 mL) was added 3-bromo-5-chlorophenol (1.96 g, 9.48 mmol) and potassium carbonate (1.25 g, 9.03 mmol) and the mixture was heated to 55° C. for 10 minutes. The mixture was cooled to room temperature and partitioned between water (200 mL) and ethyl acetate (2×100 mL). The combined organic extracts were dried over MgSO4, filtered, and the solvent evaporated in vacuo to provide the title compound. LRMS (M+1): 344... Run at temperature 55 celsius. Product: BrC=1C=C(OC=2C(=NC=CC2Cl)C#N)C=C(C1)Cl (3-(3-bromo-5-chlorophenoxy)-4-chloropyridine-2-carbonitrile). Solvent: CN(C)C=O (DMF).